From a dataset of the Open Reaction Database (ORD), a public repository of structured organic reaction records. describe an organic reaction: reactants, conditions, products, and yield The reactants are N1(CCNCC1)C1=NSC2=C1C=CC=C2 (3-(1-piperazinyl)-1,2-benzisothiazole), C(C1=CC=CC=C1)(=O)N1C(N(C2C1CCCC2)CCCCBr)=O (3-benzoyl-1-(4-bromobutyl)perhydrobenzimidazol-2-one), C([O-])([O-])=O.[K+].[K+] (potassium carbonate). Run in CN(C=O)C (dimethylformamide). Run at temperature 60 celsius, time 2 hour. Product: C(C1=CC=CC=C1)(=O)N1C(N(C2C1CCCC2)CCCCN2CCN(CC2)C2=NSC1=C2C=CC=C1)=O (3-benzoyl-1-[4-[4-(1,2-benzisothiazol-3-yl)-1-piperazinyl]butyl]perhydrobenzimidazol-2-one). The yield is 96.6%. RXN SMILES: [N:1]1([C:7]2[C:11]3[CH:12]=[CH:13][CH:14]=[CH:15][C:10]=3[S:9][N:8]=2)[CH2:6][CH2:5][NH:4][CH2:3][CH2:2]1.[C:16]([N:24]1[CH:28]2[CH2:29][CH2:30][CH2:31][CH2:32][CH:27]2[N:26]([CH2:33][CH2:34][CH2:35][CH2:36]Br)[C:25]1=[O:38])(=[O:23])[C:17]1[CH:22]=[CH:21][CH:20]=[CH:19][CH:18]=1.C(=O)([O-])[O-].[K+].[K+]>CN(C)C=O>[C:16]([N:24]1[CH:28]2[CH2:29][CH2:30][CH2:31][CH2:32][CH:27]2[N:26]([CH2:33][CH2:34][CH2:35][CH2:36][N:4]2[CH2:5][CH2:6][N:1]([C:7]3[C:11]4[CH:12]=[CH:13][CH:14]=[CH:15][C:10]=4[S:9][N:8]=3)[CH2:2][CH2:3]2)[C:25]1=[O:38])(=[O:23])[C:17]1[CH:18]=[CH:19][CH:20]=[CH:21][CH:22]=1 |f:2.3.4|. Procedure details: A suspension of 3-(1-piperazinyl)-1,2-benzisothiazole (0.44 g, 2.0 mmoles), 3-benzoyl-1-(4-bromobutyl)perhydrobenzimidazol-2-one (0.76 g, 2.0 mmoles) and potassium carbonate (0.33 g, 2.4 mmoles) in 4 ml of dimethylformamide was stirred at 60° C. for 2 hours. Insolubles were removed by filtration, and the solvent was evaporated under reduced pressure. The residue was dissolved in chloroform and washed with water, and the solvent was evaporated. The residue was purified by chromatography on a sili... Starting materials: CCn1ncc2c(NCC3CCCCC3)c3cc(O)ccc3nc21, CS(C)=O, ClCC1CO1, [K+], [OH-]. Reaction SMILES: [CH2:1]([CH3:2])[n:3]1[n:4][cH:5][c:6]2[c:7]1[n:8][c:9]1[cH:10][cH:11][c:12]([OH:24])[cH:13][c:14]1[c:15]2[NH:16][CH2:17][CH:18]1[CH2:19][CH2:20][CH2:21][CH2:22][CH2:23]1.[CH3:32][S:33]([CH3:34])=[O:35].[Cl:27][CH2:28][CH:29]1[CH2:30][O:31]1.[K+:26].[OH-:25]>>[CH2:1]([CH3:2])[n:3]1[n:4][cH:5][c:6]2[c:7]1[n:8][c:9]1[cH:10][cH:11][c:12]([O:24][CH2:28][CH:29]3[CH2:30][O:31]3)[cH:13][c:14]1[c:15]2[NH:16][CH2:17][CH:18]1[CH2:19][CH2:20][CH2:21][CH2:22][CH2:23]1. Yields the product CCn1ncc2c(NCC3CCCCC3)c3cc(OCC4CO4)ccc3nc21. Reactants: CC(C#C)(OC1=CC=C(C#N)C=C1)C (4-(1,1-dimethyl-2propynyloxy)benzonitrile), IC1=NC=C(C=C1)[N+](=O)[O-] (2-iodo-5-nitropyridine). The product is CC1(OC2=C(C(=C1)C1=NC=C(C=C1)[N+](=O)[O-])C=C(C=C2)C#N)C (2,2-Dimethyl-4-(5-nitro-2-pyridyl)-2H-1-benzopyran-6-carbonitrile). As a reaction SMILES: [CH3:1][C:2]([CH3:14])([O:5][C:6]1[CH:13]=[CH:12][C:9]([C:10]#[N:11])=[CH:8][CH:7]=1)[C:3]#[CH:4].I[C:16]1[CH:21]=[CH:20][C:19]([N+:22]([O-:24])=[O:23])=[CH:18][N:17]=1>>[CH3:1][C:2]1([CH3:14])[CH:3]=[C:4]([C:16]2[CH:21]=[CH:20][C:19]([N+:22]([O-:24])=[O:23])=[CH:18][N:17]=2)[C:13]2[CH:12]=[C:9]([C:10]#[N:11])[CH:8]=[CH:7][C:6]=2[O:5]1. Reported procedure: 2,2-Dimethyl-4-(5-nitro-2-pyridyl)-2H-1-benzopyran-6-carbonitrile was prepared from 4-(1,1-dimethyl-2propynyloxy)benzonitrile and 2-iodo-5-nitropyridine in an analogous manner to that described in Example 6(A). The reactants are O(C1=CC=CC=C1)C=1SC=C(N1)C(=O)OCC (ethyl 2-phenoxythiazole-4-carboxylate), LiOH monohydrate, C1CCOC1 (THF). The solvent is CO (MeOH), O (H2O). Reaction conditions: time 8 hour. Yields the product O(C1=CC=CC=C1)C=1SC=C(N1)C(=O)O (2-(Phenoxy)thiazole-4-carboxylic acid). As a reaction SMILES: [O:1]([C:8]1[S:9][CH:10]=[C:11]([C:13]([O:15]CC)=[O:14])[N:12]=1)[C:2]1[CH:7]=[CH:6][CH:5]=[CH:4][CH:3]=1.C1COCC1>CO.O>[O:1]([C:8]1[S:9][CH:10]=[C:11]([C:13]([OH:15])=[O:14])[N:12]=1)[C:2]1[CH:3]=[CH:4][CH:5]=[CH:6][CH:7]=1. Procedure: A mixture of ethyl 2-phenoxythiazole-4-carboxylate (0.17 g, 0.68 mmol) and LiOH monohydrate (0.14 g, 3.40 mmol) in 2 mL of MeOH, 2 mL of H2O, and 2 mL of THF was stirred at RT overnight, the solvents were removed in vacuo and the residue was diluted with water. The aqueous mixture was acidified with 1N HCl (aq) to pH=1−2, then extracted with EtOAc, the combined organic portions were washed with brine, dried over MgSO4, filtered, removal of the solvents in vacuo yielded the title compound as a wh... Starting materials: BrBr (bromine), [OH-].[Na+] (sodium hydroxide), CC(=O)C=1C=C2CC(CC2=CC1)NS(=O)(=O)C1=CC=CC=C1 (2-benzenesulphonamido-indan-5-yl methyl ketone). Run in O (water), O1CCOCC1 (dioxan). Run at time 2 hour. Yields the product C1(=CC=CC=C1)S(=O)(=O)NC1CC2=CC=C(C=C2C1)C(=O)O ((2-Benzenesulphonamido-indan-5-yl)-carboxylic acid). RXN SMILES: BrBr.[OH-:3].[Na+].C[C:6]([C:8]1[CH:9]=[C:10]2[C:14](=[CH:15][CH:16]=1)[CH2:13][CH:12]([NH:17][S:18]([C:21]1[CH:26]=[CH:25][CH:24]=[CH:23][CH:22]=1)(=[O:20])=[O:19])[CH2:11]2)=[O:7]>O.O1CCOCC1>[C:21]1([S:18]([NH:17][CH:12]2[CH2:11][C:10]3[C:14](=[CH:15][CH:16]=[C:8]([C:6]([OH:7])=[O:3])[CH:9]=3)[CH2:13]2)(=[O:20])=[O:19])[CH:22]=[CH:23][CH:24]=[CH:25][CH:26]=1 |f:1.2|. Procedure details: 12.5 g (0.0795 mol) of bromine are added at -10° C. to a solution of 8.5 g (0.214 mol) of sodium hydroxide in 85 ml of water, and a solution of 5 g (0.015 mol) of 2-benzenesulphonamido-indan-5-yl methyl ketone in 20 ml of dioxan is then added with vigorous stirring. The mixture is stirred for 2 hours at room temperature, the excess bromine is destroyed by adding sodium bisulphite, the alkaline phase is washed with ether and acidified with hydrochloric acid, and the reaction product is extracted ... The reactants are CC(C(=O)Cl)(CCC)C (2,2-dimethyl valeroyl chloride), [OH-].[NH4+] (Ammonium hydroxide). Reaction conditions: temperature 1 celsius, time 0.5 hour. The product is CC(C(=O)N)(CCC)C (2,2-dimethyl valeramide). Isolated yield 86.0%. RXN SMILES: [CH3:1][C:2]([CH3:9])([CH2:6][CH2:7][CH3:8])[C:3](Cl)=[O:4].[OH-].[NH4+:11]>>[CH3:1][C:2]([CH3:9])([CH2:6][CH2:7][CH3:8])[C:3]([NH2:11])=[O:4] |f:1.2|. Procedure details: Ammonium hydroxide (250 ml) was stirred and cooled to 1° C. and 2,2-dimethyl valeroyl chloride (49.7 g, 95%, 318 mmol) was added dropwise over 30 minutes. After stirring at room temperature for an additional 1/2 hour, the white solid product was recovered by filtration, washed with water and allowed to air dry to give 35.4 g (86%) of the desired amide, mp 94°-95° (lit. mp 95°-96° C.). Starting materials: FC1=CC=C(C=C1)[N+](=O)[O-] (1-fluoro-4-nitrobenzene), C([O-])([O-])=O.[K+].[K+] (potassium carbonate), CCOC(=O)C (EtOAc), FC1=CC=C(C=C1)O (4-fluorophenol). Run in CN(C)C=O (DMF). Reaction conditions: temperature 80 celsius. Yields the product FC1=CC=C(OC2=C(C=CC=C2)[N+](=O)[O-])C=C1 (4-fluorophenoxy-1-nitrobenzene). RXN SMILES: F[C:2]1[CH:7]=[CH:6][C:5]([N+:8]([O-:10])=[O:9])=[CH:4][CH:3]=1.C(=O)([O-])[O-].[K+].[K+].[F:17][C:18]1[CH:23]=[CH:22][C:21]([OH:24])=[CH:20][CH:19]=1.CCOC(C)=O>CN(C=O)C>[F:17][C:18]1[CH:23]=[CH:22][C:21]([O:24][C:6]2[CH:7]=[CH:2][CH:3]=[CH:4][C:5]=2[N+:8]([O-:10])=[O:9])=[CH:20][CH:19]=1 |f:1.2.3|. Procedure: To a stirred solution of 1-fluoro-4-nitrobenzene (10 mmol) in DMF (20 mL) at rt, solid potassium carbonate (30 mmol) was added followed by addition of 4-fluorophenol (10 mmol) to the reaction mixture and heating to 80° C. until the reaction was complete as indicated by TLC or HPLC. After cooling to rt, the reaction mixture was poured into EtOAc (100 mL), washed with H2O (2×50 mL) and brine (50 mL), and dried over sodium sulfate. The solvent was removed in vacuuo to afford the desired 4-fluorophe...